This data is from the Open Reaction Database (ORD), a public repository of structured organic reaction records. The task is: describe an organic reaction: reactants, conditions, products, and yield The reactants are B (Borane), NC1=C(C#N)C=C(C=C1)[N+](=O)[O-] (2-amino-5-nitrobenzonitrile), C(C)O.Cl (ethanol HCl). Solvent: C1CCOC1 (THF), C1CCOC1 (THF). Run at time 16 hour. Product: Cl.NC1=C(CN)C=C(C=C1)[N+](=O)[O-] (2-amino-5-nitrobenzylamine hydrochloride). RXN SMILES: B.[NH2:2][C:3]1[CH:10]=[CH:9][C:8]([N+:11]([O-:13])=[O:12])=[CH:7][C:4]=1[C:5]#[N:6].C(O)C.[ClH:17]>C1COCC1>[ClH:17].[NH2:2][C:3]1[CH:10]=[CH:9][C:8]([N+:11]([O-:13])=[O:12])=[CH:7][C:4]=1[CH2:5][NH2:6] |f:2.3,5.6|. Reported procedure: Borane in THF (400 ml, 0.40 mol) is added dropwise to 2-amino-5-nitrobenzonitrile (60 g, 0.35 mol) in THF (600 ml) at 0° C. The mixture is allowed to warm to room temperature and is stirred for 16 hours. The resulting mixture is cooled to 0° C. and 200 ml of absolute ethanol/HCl are added. The THF is removed and the product is filtered off and recrystallized from isopropyl ether. Yield: 68.8 g (96%); Rf (1:1 methanol/chloroform): 0.15; IR (KBr): 3416, 2980, 1669, 1601, 1474, 1285 cm−1.